Task: describe an organic reaction: reactants, conditions, products, and yield. Dataset: the Open Reaction Database (ORD), a public repository of structured organic reaction records Starting materials: CN, CC(C)N1c2ccccc2N(C(CCCl)c2cc(F)cc(Cl)c2)S1(=O)=O. Yields the product CNCCC(c1cc(F)cc(Cl)c1)N1c2ccccc2N(C(C)C)S1(=O)=O. Reaction SMILES: [CH3:27][NH2:28].[Cl:1][CH2:2][CH2:3][CH:4]([c:5]1[cH:6][c:7]([Cl:12])[cH:8][c:9]([F:11])[cH:10]1)[N:13]1[S:14](=[O:25])(=[O:26])[N:15]([CH:22]([CH3:23])[CH3:24])[c:16]2[c:17]1[cH:18][cH:19][cH:20][cH:21]2>>[CH2:2]([CH2:3][CH:4]([c:5]1[cH:6][c:7]([Cl:12])[cH:8][c:9]([F:11])[cH:10]1)[N:13]1[S:14](=[O:25])(=[O:26])[N:15]([CH:22]([CH3:23])[CH3:24])[c:16]2[c:17]1[cH:18][cH:19][cH:20][cH:21]2)[NH:28][CH3:27]. Reactants: C(C)(C)(C)OC(=O)N1CCC(CC1)(O)C1=CC(=C(C=C1)N)OC (4-(4-Amino-3-methoxy-phenyl)-4-hydroxy-piperidine-1-carboxylic acid tert-butyl ester), CS(=O)(=O)N(C1=C(C=CC=C1)C1=CC=C2C=NC(=NN21)OS(=O)(=O)C(F)(F)F)C (trifluoromethanesulfonic acid 7-[2-(methanesulfonyl-methyl-amino)-phenyl]pyrrolo[2,1-f][1,2,4]triazin-2-yl ester), C(C)(C)N(C(C)C)CC (N,N-diisopropylethylamine). Solvent: COCC(C)O (1-methoxy-2-propanol). Conditions: temperature 100 celsius. Product: C(C)(C)(C)OC(=O)N1CCC(CC1)(C1=CC(=C(C=C1)NC1=NN2C(C=N1)=CC=C2C2=C(C=CC=C2)N(C)S(=O)(=O)C)OC)O (4-Hydroxy-4-(4-{7-[2-(methanesulfonyl-methyl-amino)-phenyl]-pyrrolo[2,1-f][1,2,4]triazin-2-ylamino}-3-methoxy-phenyl)-piperidine-1-carboxylic acid tert-butyl ester). As a reaction SMILES: [C:1]([O:5][C:6]([N:8]1[CH2:13][CH2:12][C:11]([C:15]2[CH:20]=[CH:19][C:18]([NH2:21])=[C:17]([O:22][CH3:23])[CH:16]=2)([OH:14])[CH2:10][CH2:9]1)=[O:7])([CH3:4])([CH3:3])[CH3:2].[CH3:24][S:25]([N:28]([CH3:52])[C:29]1[CH:34]=[CH:33][CH:32]=[CH:31][C:30]=1[C:35]1[N:43]2[C:38]([CH:39]=[N:40][C:41](OS(C(F)(F)F)(=O)=O)=[N:42]2)=[CH:37][CH:36]=1)(=[O:27])=[O:26].C(N(CC)C(C)C)(C)C>COCC(O)C>[C:1]([O:5][C:6]([N:8]1[CH2:9][CH2:10][C:11]([OH:14])([C:15]2[CH:20]=[CH:19][C:18]([NH:21][C:41]3[N:40]=[CH:39][C:38]4=[CH:37][CH:36]=[C:35]([C:30]5[CH:31]=[CH:32][CH:33]=[CH:34][C:29]=5[N:28]([S:25]([CH3:24])(=[O:27])=[O:26])[CH3:52])[N:43]4[N:42]=3)=[C:17]([O:22][CH3:23])[CH:16]=2)[CH2:12][CH2:13]1)=[O:7])([CH3:4])([CH3:3])[CH3:2]. Reported procedure: 4-(4-Amino-3-methoxy-phenyl)-4-hydroxy-piperidine-1-carboxylic acid tert-butyl ester (50 mg, 1.0 equiv), trifluoromethanesulfonic acid 7-[2-(methanesulfonyl-methyl-amino)-phenyl]pyrrolo[2,1-f][1,2,4]triazin-2-yl ester (70 mg, 1.0 equiv) and N,N-diisopropylethylamine (54 1, 2.0 equiv) were dissolved in 1-methoxy-2-propanol, and heated to 100° C. overnight. Concentrated, and purified by preparative TLC, 60% EtOAc/hexane containing 1% triethylamine. Obtained 4-hydroxy-4-(4-{7-[2-(methanesulfonyl-me...